This data is from the Open Reaction Database (ORD), a public repository of structured organic reaction records. The task is: describe an organic reaction: reactants, conditions, products, and yield Starting materials: O=C([O-])[O-], COc1ccc(C2Sc3ccccc3NC(=O)C2O)cc1, CN(C)CCCCl, CC(C)=O, CCOC(C)=O, Cl, [K+], [K+], O. Product: COc1ccc(C2Sc3ccccc3N(CCCN(C)C)C(=O)C2O)cc1. Reaction SMILES: [C:30](=[O:31])([O-:32])[O-:33].[CH3:1][O:2][c:3]1[cH:4][cH:5][c:6]([CH:9]2[S:10][c:11]3[c:12]([cH:18][cH:19][cH:20][cH:21]3)[NH:13][C:14](=[O:17])[CH:15]2[OH:16])[cH:7][cH:8]1.[CH3:23][N:24]([CH2:25][CH2:26][CH2:27][Cl:28])[CH3:29].[CH3:36][C:37](=[O:38])[CH3:39].[CH3:40][CH2:41][O:42][C:43](=[O:44])[CH3:45].[ClH:22].[K+:34].[K+:35].[OH2:46]>>[CH3:1][O:2][c:3]1[cH:4][cH:5][c:6]([CH:9]2[S:10][c:11]3[c:12]([cH:18][cH:19][cH:20][cH:21]3)[N:13]([CH2:27][CH2:26][CH2:25][N:24]([CH3:23])[CH3:29])[C:14](=[O:17])[CH:15]2[OH:16])[cH:7][cH:8]1.